From a dataset of the Open Reaction Database (ORD), a public repository of structured organic reaction records. describe an organic reaction: reactants, conditions, products, and yield Starting materials: Cl (hydrochloric acid), NC1=C(C2=C(S1)C=CC=C2)C(=O)OCC (ethyl 2-aminobenzo[b]thiophene-3-carboxylate), BrC1=CC(=C(NC2=C(C3=C(S2)C=CC=C3)C(=O)OCC)C=C1)[N+](=O)[O-] (ethyl 2-(4-bromo-2-nitroanilino)benzo[b]thiophene-3-carboxylate), BrC1=C(C=C(C=C1)Br)[N+](=O)[O-] (2,5-dibromonitrobenzene), crude crystals, O.O.[Sn](Cl)Cl (tin(II) chloride-dihydrate). Solvent: C(C)O (ethanol). Product: NC1=C(NC2=C(C3=C(S2)C=CC=C3)C(=O)OCC)C=CC(=C1)Br (ethyl 2-(2-amino-4-bromoanilino)benzo[b]thiophene-3-carboxylate). Reaction SMILES: NC1SC2C=CC=CC=2C=1C(OCC)=O.BrC1C=CC(Br)=CC=1[N+]([O-])=O.[Br:27][C:28]1[CH:48]=[CH:47][C:31]([NH:32][C:33]2[S:37][C:36]3[CH:38]=[CH:39][CH:40]=[CH:41][C:35]=3[C:34]=2[C:42]([O:44][CH2:45][CH3:46])=[O:43])=[C:30]([N+:49]([O-])=O)[CH:29]=1.Cl.O.O.[Sn](Cl)Cl>C(O)C>[NH2:49][C:30]1[CH:29]=[C:28]([Br:27])[CH:48]=[CH:47][C:31]=1[NH:32][C:33]1[S:37][C:36]2[CH:38]=[CH:39][CH:40]=[CH:41][C:35]=2[C:34]=1[C:42]([O:44][CH2:45][CH3:46])=[O:43] |f:4.5.6|. Reported procedure: In the same manner as in Starting Material Synthesis Example 4 and using ethyl 2-aminobenzo[b]thiophene-3-carboxylate (6.0 g), 2,5-dibromonitrobenzene (8.5 g) and dimethyl sufoxide (70 ml), crude crystals (7.3 g) of ethyl 2-(4-bromo-2-nitroanilino)benzo[b]thiophene-3-carboxylate were obtained. Without purification, in the same manner as in Starting Material Synthesis Example 21 and using ethanol (70 ml), 18% hydrochloric acid (70 ml) and tin(II) chloride-dihydrate (15.7 g), ethyl 2-(2-amino-4-br... Starting materials: O=C([O-])[O-], CC(C)=O, ClCCN1CCOCC1, Oc1ccc(-c2ccnc(Cl)n2)cc1, Cl, [I-], [K+], [K+], [K+]. Yields the product Clc1nccc(-c2ccc(OCCN3CCOCC3)cc2)n1. As a reaction SMILES: [C:27](=[O:28])([O-:29])[O-:30].[CH3:33][C:34](=[O:35])[CH3:36].[Cl:16][CH2:17][CH2:18][N:19]1[CH2:20][CH2:21][O:22][CH2:23][CH2:24]1.[Cl:1][c:2]1[n:3][cH:4][cH:5][c:6](-[c:8]2[cH:9][cH:10][c:11]([OH:14])[cH:12][cH:13]2)[n:7]1.[ClH:15].[I-:26].[K+:25].[K+:31].[K+:32]>>[Cl:1][c:2]1[n:3][cH:4][cH:5][c:6](-[c:8]2[cH:9][cH:10][c:11]([O:14][CH2:17][CH2:18][N:19]3[CH2:20][CH2:21][O:22][CH2:23][CH2:24]3)[cH:12][cH:13]2)[n:7]1. Reactants: C(C1=CC=CC=C1)N(C(=O)Cl)C1CC1 (benzyl-cyclopropyl-carbamoyl chloride), C1(CC1)NCC1CCOCC1 (cyclopropyl-(tetrahydro-pyran-4-ylmethyl)-amine), C(C1=CC=CC=C1)NCC1CC1 (benzyl-cyclopropylmethyl-amine). Solvent: C(Cl)Cl.CO (CH2Cl2 MeOH). The product is C1(CC1)N(C(=O)Cl)CC1CCOCC1 (Cyclopropyl-(tetrahydro-pyran-4-ylmethyl)-carbamoyl chloride). As a reaction SMILES: [CH2:1]([N:8]([CH:12]1[CH2:14][CH2:13]1)[C:9]([Cl:11])=[O:10])[C:2]1[CH:7]=[CH:6]C=[CH:4][CH:3]=1.C1(NCC2CC[O:23]CC2)CC1.C(NCC1CC1)C1C=CC=CC=1>C(Cl)Cl.CO>[CH:12]1([N:8]([CH2:1][CH:2]2[CH2:7][CH2:6][O:23][CH2:4][CH2:3]2)[C:9]([Cl:11])=[O:10])[CH2:14][CH2:13]1 |f:3.4|. Procedure details: The title compound is prepared analogously as described for benzyl-cyclopropyl-carbamoyl chloride starting from cyclopropyl-(tetrahydro-pyran-4-ylmethyl)-amine (prepared analogously as described for benzyl-cyclopropylmethyl-amine). TLC, Rf (CH2Cl2/MeOH 95:5)=0.9.